The task is: describe an organic reaction: reactants, conditions, products, and yield. This data is from the Open Reaction Database (ORD), a public repository of structured organic reaction records. Reactants: [BH4-], CCOC(C)=O, CCO, [Na+], CCOC(=O)C(C)CCC1CCN(CC(=O)c2ccc3c(c2)Nc2nccnc2S3)CC1. The product is CCOC(=O)C(C)CCC1CCN(CC(O)c2ccc3c(c2)Nc2nccnc2S3)CC1. As a reaction SMILES: [BH4-:33].[CH3:35][CH2:36][O:37][C:38](=[O:39])[CH3:40].[CH3:41][CH2:42][OH:43].[Na+:34].[O:1]=[C:2]([CH2:3][N:4]1[CH2:5][CH2:6][CH:7]([CH2:10][CH2:11][CH:12]([C:13](=[O:14])[O:15][CH2:16][CH3:17])[CH3:18])[CH2:8][CH2:9]1)[c:19]1[cH:20][cH:21][c:22]2[c:23]([cH:32]1)[NH:24][c:25]1[c:26]([n:28][cH:29][cH:30][n:31]1)[S:27]2>>[OH:1][CH:2]([CH2:3][N:4]1[CH2:5][CH2:6][CH:7]([CH2:10][CH2:11][CH:12]([C:13](=[O:14])[O:15][CH2:16][CH3:17])[CH3:18])[CH2:8][CH2:9]1)[c:19]1[cH:20][cH:21][c:22]2[c:23]([cH:32]1)[NH:24][c:25]1[c:26]([n:28][cH:29][cH:30][n:31]1)[S:27]2. Starting materials: FC1=C(C=C(C=C1)B(O)O)C1=CN=NC=C1 (4-Fluoro-3-(pyridazin-4-yl)phenylboronic acid), BrC1=CN=C2N1C=CC(=N2)C(C)(C)O (2-(3-bromoimidazo[1,2-α]pyrimidin-7-yl)propan-2-ol). Product: FC1=C(C=C(C=C1)C1=CN=C2N1C=CC(=N2)C(C)(C)O)C2=CN=NC=C2 (2-[3-(4-fluoro-3-(pyridazin-4-yl)phenyl)imidazo[1,2-α]pyrimidin-7-yl]propan-2-ol). RXN SMILES: [F:1][C:2]1[CH:7]=[CH:6][C:5](B(O)O)=[CH:4][C:3]=1[C:11]1[CH:16]=[CH:15][N:14]=[N:13][CH:12]=1.Br[C:18]1[N:22]2[CH:23]=[CH:24][C:25]([C:27]([OH:30])([CH3:29])[CH3:28])=[N:26][C:21]2=[N:20][CH:19]=1>>[F:1][C:2]1[CH:7]=[CH:6][C:5]([C:18]2[N:22]3[CH:23]=[CH:24][C:25]([C:27]([OH:30])([CH3:28])[CH3:29])=[N:26][C:21]3=[N:20][CH:19]=2)=[CH:4][C:3]=1[C:11]1[CH:16]=[CH:15][N:14]=[N:13][CH:12]=1. Procedure details: 4-Fluoro-3-(pyridazin-4-yl)phenylboronic acid (100 mg, 0.46 mmol) was coupled to 2-(3-bromoimidazo[1,2-α]pyrimidin-7-yl)propan-2-ol (117 mg, 0.46 mmol) using the method in Example 1. Purification by chromatography on silica gel eluting with dichloromethane containing 5% methanol then trituration with diethyl ether gave 2-[3-(4-fluoro-3-(pyridazin-4-yl)phenyl)imidazo[1,2-α]pyrimidin-7-yl]propan-2-ol as a white solid: δH (400 MHz, CDCl3) 1.63 (6H, s), 7.11 (1H, d, J 7), 7.43-7.48 (1H, m), 7.64-7.6... Reactants: BrC1=CC=C(C=C1)CC(=O)O (4-bromophenyl acetic acid), CSC.B (borane methyl sulphide). Solvent: C1CCOC1 (THF). Reaction conditions: time 3 hour. Product: BrC1=CC=C(C=C1)CCO (2-(4-Bromophenyl)ethanol). Reaction SMILES: [Br:1][C:2]1[CH:7]=[CH:6][C:5]([CH2:8][C:9](O)=[O:10])=[CH:4][CH:3]=1.CSC.B>C1COCC1>[Br:1][C:2]1[CH:7]=[CH:6][C:5]([CH2:8][CH2:9][OH:10])=[CH:4][CH:3]=1 |f:1.2|. Procedure: To a chilled solution (about 0° C.) of 4-bromophenyl acetic acid (25 g, 0.116 mol) in THF (250 mL), borane methyl sulphide (13.2 g, 0.174 mol) was added, dropwise, under nitrogen atmosphere. The reaction mixture was stirred at room temperature for 3 h. After cooling the mixture to between 0 and 5° C., the reaction was quenched by adding 1.5 N HCl (80 mL), dropwise. After warming for 30 min at about 80° C., the reaction mixture was extracted with ethyl acetate (2×100 mL). The combined organic ext...